From a dataset of the Open Reaction Database (ORD), a public repository of structured organic reaction records. describe an organic reaction: reactants, conditions, products, and yield Reactants: O=C([O-])[O-], CS(C)=O, [Cs+], [Cs+], Fc1cccc(Oc2ccc3c(c2)OCO3)n1, Oc1ccc(-n2ccnc2)cc1. Product: c1cc(Oc2ccc(-n3ccnc3)cc2)nc(Oc2ccc3c(c2)OCO3)c1. As a reaction SMILES: [C:30](=[O:31])([O-:32])[O-:33].[CH3:36][S:37]([CH3:38])=[O:39].[Cs+:34].[Cs+:35].[O:1]1[CH2:2][O:3][c:4]2[c:5]1[cH:6][cH:7][c:8]([O:10][c:11]1[n:12][c:13]([F:17])[cH:14][cH:15][cH:16]1)[cH:9]2.[OH:18][c:19]1[cH:20][cH:21][c:22](-[n:25]2[cH:26][n:27][cH:28][cH:29]2)[cH:23][cH:24]1>>[O:1]1[CH2:2][O:3][c:4]2[c:5]1[cH:6][cH:7][c:8]([O:10][c:11]1[n:12][c:13]([O:18][c:19]3[cH:20][cH:21][c:22](-[n:25]4[cH:26][n:27][cH:28][cH:29]4)[cH:23][cH:24]3)[cH:14][cH:15][cH:16]1)[cH:9]2. The reactants are [Si](C1=CC=CC=C1)(C1=CC=CC=C1)(C(C)(C)C)OC[C@H](CC)N1C(CC[C@@H]([C@H]1C1=CC=C(C=C1)Cl)C1=CC(=CC=C1)Cl)=O ((5R,6S)-1-((S)-1-(tert-butyldiphenylsilyloxy)butan-2-yl)-5-(3-chlorophenyl)-6-(4-chlorophenyl)piperidin-2-one), CI (methyl iodide). Conditions: temperature -78 celsius, time 1.5 hour. Product: [Si](C1=CC=CC=C1)(C1=CC=CC=C1)(C(C)(C)C)OC[C@H](CC)N1C(C(C[C@@H]([C@H]1C1=CC=C(C=C1)Cl)C1=CC(=CC=C1)Cl)C)=O ((5R,6S)-1-((S)-1-(tert-Butyldiphenylsilyloxy)butan-2-yl)-5-(3-chlorophenyl)-6-(4-chlorophenyl)-3-methylpiperidin-2-one). As a reaction SMILES: [Si:1]([O:18][CH2:19][C@@H:20]([N:23]1[C@H:28]([C:29]2[CH:34]=[CH:33][C:32]([Cl:35])=[CH:31][CH:30]=2)[C@@H:27]([C:36]2[CH:41]=[CH:40][CH:39]=[C:38]([Cl:42])[CH:37]=2)[CH2:26][CH2:25][C:24]1=[O:43])[CH2:21][CH3:22])([C:14]([CH3:17])([CH3:16])[CH3:15])([C:8]1[CH:13]=[CH:12][CH:11]=[CH:10][CH:9]=1)[C:2]1[CH:7]=[CH:6][CH:5]=[CH:4][CH:3]=1.[CH3:44]I>>[Si:1]([O:18][CH2:19][C@@H:20]([N:23]1[C@H:28]([C:29]2[CH:30]=[CH:31][C:32]([Cl:35])=[CH:33][CH:34]=2)[C@@H:27]([C:36]2[CH:41]=[CH:40][CH:39]=[C:38]([Cl:42])[CH:37]=2)[CH2:26][CH:25]([CH3:44])[C:24]1=[O:43])[CH2:21][CH3:22])([C:14]([CH3:17])([CH3:16])[CH3:15])([C:2]1[CH:7]=[CH:6][CH:5]=[CH:4][CH:3]=1)[C:8]1[CH:13]=[CH:12][CH:11]=[CH:10][CH:9]=1. Procedure details: To a −78° C. solution of 98.2 g (156 mmol) of (5R,6S)-1-((S)-1-(tert-butyldiphenylsilyloxy)butan-2-yl)-5-(3-chlorophenyl)-6-(4-chlorophenyl)piperidin-2-one (Example 185, Step C) and 10.0 mL (160 mmol) of methyl iodide in dry, degassed THF (400 mL) was added 200 mL (200 mmol) of a degassed 1 M solution of lithium bis(trimethylsilyl)amide in THF slowly over 20 min. The orange solution was stirred at −78° C. for 1.5 h and then warmed to 0° C. and stirred for an additional 1.5 h. The reaction was qu... Yields the product Clc1cccnc1NCCCOc1cccc(CN2CCCCC2)c1. As a reaction SMILES: [CH3:27][c:28]1[cH:29][n:30][cH:31][cH:32][cH:33]1.[Cl:19][c:20]1[n:21][cH:22][cH:23][cH:24][c:25]1[Cl:26].[N:1]1([CH2:7][c:8]2[cH:9][c:10]([O:11][CH2:12][CH2:13][CH2:14][NH2:15])[cH:16][cH:17][cH:18]2)[CH2:2][CH2:3][CH2:4][CH2:5][CH2:6]1>>[N:1]1([CH2:7][c:8]2[cH:9][c:10]([O:11][CH2:12][CH2:13][CH2:14][NH:15][c:20]3[n:21][cH:22][cH:23][cH:24][c:25]3[Cl:26])[cH:16][cH:17][cH:18]2)[CH2:2][CH2:3][CH2:4][CH2:5][CH2:6]1. Starting materials: Cc1cccnc1, Clc1cccnc1Cl, NCCCOc1cccc(CN2CCCCC2)c1. Starting materials: C(C)OC(=O)C1CC(C1)(C1=CC=C(C=C1)C=NO)O (3-hydroxy-3-[4-(hydroxyimino-methyl)-phenyl]-cyclobutane carboxylic acid ethyl ester), ClN1C(CCC1=O)=O (N-chloro succinimide), ClC1=C(C(=CC(=C1)C(=C)C(F)(F)F)Cl)Cl (1,2,3-trichloro-5-(1-trifluoromethyl-vinyl)-benzene), C(O)([O-])=O.[K+] (potassium hydrogen carbonate). Run in CN(C)C=O (DMF). Reaction conditions: temperature 50 celsius, time 16 hour. Yields the product C(C)OC(=O)C1CC(C1)(C1=CC=C(C=C1)C1=NOC(C1)(C(F)(F)F)C1=CC(=C(C(=C1)Cl)Cl)Cl)O (3-hydroxy-3-{4-[5-(3,4,5-trichloro-phenyl)-5-trifluoromethyl-4,5-dihydro-isoxazol-3-yl]-phenyl}-cyclobutanecarboxylic acid ethyl ester). Yield: 49.0%. RXN SMILES: [CH2:1]([O:3][C:4]([CH:6]1[CH2:9][C:8]([OH:19])([C:10]2[CH:15]=[CH:14][C:13]([CH:16]=[N:17][OH:18])=[CH:12][CH:11]=2)[CH2:7]1)=[O:5])[CH3:2].ClN1C(=O)CCC1=O.C(=O)([O-])O.[K+].[Cl:33][C:34]1[CH:39]=[C:38]([C:40]([C:42]([F:45])([F:44])[F:43])=[CH2:41])[CH:37]=[C:36]([Cl:46])[C:35]=1[Cl:47]>CN(C=O)C>[CH2:1]([O:3][C:4]([CH:6]1[CH2:9][C:8]([OH:19])([C:10]2[CH:11]=[CH:12][C:13]([C:16]3[CH2:41][C:40]([C:38]4[CH:37]=[C:36]([Cl:46])[C:35]([Cl:47])=[C:34]([Cl:33])[CH:39]=4)([C:42]([F:45])([F:44])[F:43])[O:18][N:17]=3)=[CH:14][CH:15]=2)[CH2:7]1)=[O:5])[CH3:2] |f:2.3|. Procedure details: To a stirred solution of 3-hydroxy-3-[4-(hydroxyimino-methyl)-phenyl]-cyclobutane carboxylic acid ethyl ester (Preparation 2, 4.7 g, 17.87 mmol) in DMF (10 mL) was added N-chloro succinimide (2.61 g, 19.65 mmol) and heated at 50° C. for 1 hour. After complete consumption of starting material, reaction was cooled to 0° C., potassium hydrogen carbonate (2.68 g, 26.88 mmol) was added followed by addition of pre dissolved solution of 1,2,3-trichloro-5-(1-trifluoromethyl-vinyl)-benzene (5.40 g, 19.65... Reactants: CN(C)C=O, CC(=O)c1csc(-c2ccc(Cl)c(Cl)c2)c1O, O, NNC(=O)c1ccc(C(=O)NCCc2ccncc2)s1. Product: CC(=NNC(=O)c1ccc(C(=O)NCCc2ccncc2)s1)c1csc(-c2ccc(Cl)c(Cl)c2)c1O. Reaction SMILES: [CH3:39][N:40]([CH3:41])[CH:42]=[O:43].[Cl:1][c:2]1[cH:3][c:4](-[c:9]2[s:10][cH:11][c:12]([C:15](=[O:16])[CH3:17])[c:13]2[OH:14])[cH:5][cH:6][c:7]1[Cl:8].[OH2:38].[n:18]1[cH:19][cH:20][c:21]([CH2:24][CH2:25][NH:26][C:27](=[O:28])[c:29]2[s:30][c:31]([C:34](=[O:35])[NH:36][NH2:37])[cH:32][cH:33]2)[cH:22][cH:23]1>>[Cl:1][c:2]1[cH:3][c:4](-[c:9]2[s:10][cH:11][c:12]([C:15]([CH3:17])=[N:37][NH:36][C:34]([c:31]3[s:30][c:29]([C:27]([NH:26][CH2:25][CH2:24][c:21]4[cH:20][cH:19][n:18][cH:23][cH:22]4)=[O:28])[cH:33][cH:32]3)=[O:35])[c:13]2[OH:14])[cH:5][cH:6][c:7]1[Cl:8]. Reactants: C1=CC2=C(C=C1S(=O)(=O)[O-])C(=O)/C(=C\3/C(=O)C=4C=C(C=CC4N3)S(=O)(=O)[O-])/N2.[Na+].[Na+] (indigo carmine), C.I. 1180, C([O-])([O-])=O.[Na+].[Na+] (sodium carbonate), C(C[*:2])[*:1] (polyethylene), glass, S(=O)([O-])S(=O)[O-].[Na+].[Na+] (sodium hydrosulfite), PTFE, C(C[*:2])[*:1] (polyethylene), PTFE, PTFE, C(C[*:2])[*:1] (polyethylene). Run in O (water). Run at time 30 minute. The product is C1=CC=C2C(=C1)C(=C(N2)C3=C(C4=CC=CC=C4N3)O)O (Leuco Indigo). RXN SMILES: [CH:1]1[C:6](S([O-])(=O)=O)=[CH:5][C:4]2[C:11](/[C:13](/[NH:28][C:3]=2[CH:2]=1)=[C:14]1/[C:15]([C:17]2[CH:18]=[C:19](S([O-])(=O)=O)[CH:20]=[CH:21][C:22]=2[NH:23]/1)=[O:16])=[O:12].[Na+].[Na+].C(=O)([O-])[O-].[Na+].[Na+].S(S([O-])=O)([O-])=O.[Na+].[Na+]>O>[CH:6]1[CH:5]=[C:4]2[C:11]([OH:12])=[C:13]([C:14]3[NH:23][C:22]4[C:17](=[CH:18][CH:19]=[CH:20][CH:21]=4)[C:15]=3[OH:16])[NH:28][C:3]2=[CH:2][CH:1]=1 |f:0.1.2,3.4.5,6.7.8|. Reported procedure: A solution prepared by dissolving 0.2 grams of indigo carmine (a sulfonated indigo, C.I. 1180) and one gram of sodium carbonate in 500 grams of water was titrated with sodium hydrosulfite (Na2S2O4) to the disappearance of the blue color. Portions of this solution of 150 grams each were placed in matched 250 ml glass beakers. On one portion was floated 5 grams of polyethylene beads. On another portion was floated 5 grams of activated carbon wetproofed with 2% of PTFE. On a third portion was float... Starting materials: CC(C)(C)OC(=O)N1CC(OCC(F)(F)F)C(OS(C)(=O)=O)C1, CO, N. Product: CC(C)(C)OC(=O)N1CC(N)C(OCC(F)(F)F)C1. As a reaction SMILES: [C:1]([CH3:2])([CH3:3])([CH3:4])[O:5][C:6](=[O:7])[N:8]1[CH2:9][CH:10]([O:18][CH2:19][C:20]([F:21])([F:22])[F:23])[CH:11]([O:13][S:14]([CH3:15])(=[O:16])=[O:17])[CH2:12]1.[CH3:25][OH:26].[NH3:24]>>[C:1]([CH3:2])([CH3:3])([CH3:4])[O:5][C:6](=[O:7])[N:8]1[CH2:9][CH:10]([O:18][CH2:19][C:20]([F:21])([F:22])[F:23])[CH:11]([NH2:24])[CH2:12]1.